Task: describe an organic reaction: reactants, conditions, products, and yield. Dataset: the Open Reaction Database (ORD), a public repository of structured organic reaction records Reaction SMILES: [C:51](=[O:52])([O-:53])[O-:54].[CH3:31][C:32]1([CH3:33])[C:34]([CH3:35])([CH3:36])[O:37][B:38]([c:39]2[cH:40][n:41][c:42]([NH2:49])[c:43]3[cH:44][cH:45][cH:46][cH:47][c:48]23)[O:50]1.[CH3:57][c:58]1[cH:59][cH:60][cH:61][cH:62][cH:63]1.[CH3:64][CH2:65][OH:66].[CH3:67][CH2:68][O:69][C:70]([CH3:71])=[O:72].[Cl:1][c:2]1[n:3][c:4]([N:25]2[CH2:26][CH2:27][O:28][CH2:29][CH2:30]2)[c:5]2[n:6][c:7]([CH2:12][N:13]3[CH2:14][CH2:15][CH:16]([N:19]4[CH2:20][CH2:21][O:22][CH2:23][CH2:24]4)[CH2:17][CH2:18]3)[n:8]([CH3:11])[c:9]2[n:10]1.[Na+:55].[Na+:56].[OH2:73].[cH:74]1[cH:75][cH:76][c:77]([P:78]([Pd:79]([P:80]([c:81]2[cH:82][cH:83][cH:84][cH:85][cH:86]2)([c:87]2[cH:88][cH:89][cH:90][cH:91][cH:92]2)[c:93]2[cH:94][cH:95][cH:96][cH:97][cH:98]2)([P:99]([c:100]2[cH:101][cH:102][cH:103][cH:104][cH:105]2)([c:106]2[cH:107][cH:108][cH:109][cH:110][cH:111]2)[c:112]2[cH:113][cH:114][cH:115][cH:116][cH:117]2)[P:118]([c:119]2[cH:120][cH:121][cH:122][cH:123][cH:124]2)([c:125]2[cH:126][cH:127][cH:128][cH:129][cH:130]2)[c:131]2[cH:132][cH:133][cH:134][cH:135][cH:136]2)([c:137]2[cH:138][cH:139][cH:140][cH:141][cH:142]2)[c:143]2[cH:144][cH:145][cH:146][cH:147][cH:148]2)[cH:149][cH:150]1>>[c:2]1(-[c:39]2[cH:40][n:41][c:42]([NH2:49])[c:43]3[cH:44][cH:45][cH:46][cH:47][c:48]23)[n:3][c:4]([N:25]2[CH2:26][CH2:27][O:28][CH2:29][CH2:30]2)[c:5]2[n:6][c:7]([CH2:12][N:13]3[CH2:14][CH2:15][CH:16]([N:19]4[CH2:20][CH2:21][O:22][CH2:23][CH2:24]4)[CH2:17][CH2:18]3)[n:8]([CH3:11])[c:9]2[n:10]1. The reactants are O=C([O-])[O-], CC1(C)OB(c2cnc(N)c3ccccc23)OC1(C)C, Cc1ccccc1, CCO, CCOC(C)=O, Cn1c(CN2CCC(N3CCOCC3)CC2)nc2c(N3CCOCC3)nc(Cl)nc21, [Na+], [Na+], O, c1ccc(P(c2ccccc2)(c2ccccc2)[Pd](P(c2ccccc2)(c2ccccc2)c2ccccc2)(P(c2ccccc2)(c2ccccc2)c2ccccc2)P(c2ccccc2)(c2ccccc2)c2ccccc2)cc1. Product: Cn1c(CN2CCC(N3CCOCC3)CC2)nc2c(N3CCOCC3)nc(-c3cnc(N)c4ccccc34)nc21. Starting materials: C(=O)([O-])[O-].[Na+].[Na+] (Na2CO3), C1=CC=CC=C1 (benzene). Reagents/catalysts: [Br-].C(CCC)[N+](CCCC)(CCCC)CCCC (tetrabutylammonium bromide). Reaction conditions: time 8 hour. Yields the product C1(=CC=CC=C1)C1=CC=CC=C1 (biphenyl). RXN SMILES: C([O-])([O-])=O.[Na+].[Na+].[CH:7]1[CH:12]=[CH:11][CH:10]=[CH:9][CH:8]=1>[Br-].C([N+](CCCC)(CCCC)CCCC)CCC>[C:7]1([C:7]2[CH:12]=[CH:11][CH:10]=[CH:9][CH:8]=2)[CH:12]=[CH:11][CH:10]=[CH:9][CH:8]=1 |f:0.1.2,4.5|. Reported procedure: The residue was dissolved in benzene and then there was added tetrabutylammonium bromide, aqueous Na2CO3 and 2-(tert-butylaminosulfonyl)phenylboronic. This solution was degassed with a stream of nitrogen for 30 minutes. Following the purge, tetrakis(triphenylphosphine)palladium(0) was added and the solution was stirred overnight at reflux. The solution was diluted with EtOAc and washed twice with brine and the organics dried over MgSO4, filtered and the volatiles removed under reduced pressure. ... Starting materials: ClC1=C(C=C2C(N(C(C2=C1)=O)CCC1=NC=CC=C1)=O)S(=O)(=O)N (6-Chloro-2,3-dihydro-1,3-dioxo-2-[2-(2-pyridinyl)ethyl]-1H-isoindole-5-sulfonamide), ClC=1C=C2C(C(=O)NC2=O)=CC1S(N)(=O)=O (4-chloro-5-sulfamoylphthalimide), NCCC1=NC=CC=C1 (2-(2-aminoethyl)pyridine). The product is O=C1NC(C2=CC=CC=C12)=O (1,3-dioxoisoindole). Yield: 81.0%. Reaction SMILES: Cl[C:2]1[CH:10]=[C:9]2[C:5]([C:6](=[O:20])[N:7](CCC3C=CC=CN=3)[C:8]2=[O:11])=[CH:4][C:3]=1S(N)(=O)=O.ClC1C=C2C(=O)NC(=O)C2=CC=1S(=O)(=O)N.NCCC1C=CC=CN=1>>[O:20]=[C:6]1[C:5]2[C:9](=[CH:10][CH:2]=[CH:3][CH:4]=2)[C:8](=[O:11])[NH:7]1. Procedure details: 6-Chloro-2,3-dihydro-1,3-dioxo-2-[2-(2-pyridinyl)ethyl]-1H-isoindole-5-sulfonamide. Reaction of a mixture of 4-chloro-5-sulfamoylphthalimide and 2-(2-aminoethyl)pyridine according to the procedure of Example 1(a) afforded 81% yield of the 1,3-dioxoisoindole intermediate. Crystallization of this material from dimethylformamidemethanol provided analytically pure 6-chloro-2,3-dihydro-1,3-dioxo-2-[2-(2-pyridinyl)ethyl]-1H-isoindole-5-sulfonamide, m.p. 240°-241°. Reactants: C(C1=CC=CC=C1)N1C=NC=C1C(=O)C1=CC=C(C=C1)F (1-benzyl-5-[1-(4-fluorophenyl)-1-oxomethyl]-1H-imidazole), C1(=CC=CC=C1)CC=O (phenylacetaldehyde), O (water). The reagents and catalysts are [Ti](Cl)(Cl)(Cl)Cl (Titanium tetrachloride), [Zn] (zinc). Solvent: O1CCCC1 (tetrahydrofuran), O1CCCC1 (tetrahydrofuran), O1CCCC1 (tetrahydrofuran), O1CCCC1 (tetrahydrofuran). Reaction conditions: temperature 0 celsius, time 1 hour. Yields the product C(C1=CC=CC=C1)N1C=NC=C1C(=CCC1=CC=CC=C1)C1=CC=C(C=C1)F (1-benzyl-5-[1-(4-fluorophenyl)-3-phenyl-1-propenyl]-1H-imidazole). As a reaction SMILES: [CH2:1]([N:8]1[C:12]([C:13]([C:15]2[CH:20]=[CH:19][C:18]([F:21])=[CH:17][CH:16]=2)=O)=[CH:11][N:10]=[CH:9]1)[C:2]1[CH:7]=[CH:6][CH:5]=[CH:4][CH:3]=1.[C:22]1([CH2:28][CH:29]=O)[CH:27]=[CH:26][CH:25]=[CH:24][CH:23]=1.O>O1CCCC1.[Ti](Cl)(Cl)(Cl)Cl.[Zn]>[CH2:1]([N:8]1[C:12]([C:13]([C:15]2[CH:20]=[CH:19][C:18]([F:21])=[CH:17][CH:16]=2)=[CH:29][CH2:28][C:22]2[CH:27]=[CH:26][CH:25]=[CH:24][CH:23]=2)=[CH:11][N:10]=[CH:9]1)[C:2]1[CH:7]=[CH:6][CH:5]=[CH:4][CH:3]=1. Reported procedure: Titanium tetrachloride (0,03 mol) is added dropwise to a stirred suspension of zinc powder (0,06 mol) in tetrahydrofuran (30 ml) at -10° C. under dry nitrogen. The mixture is heated to reflux and refluxing is continued for 1 hour. The solution is cooled to 0° C. and 1-benzyl-5-[1-(4-fluorophenyl)-1-oxomethyl]-1H-imidazole (0,005 mol) in tetrahydrofuran (10 ml) and phenylacetaldehyde (0,006 mol) in tetrahydrofuran (10 ml) are added into the mixture, respectively. The mixture is refluxed with stir...